This data is from the Open Reaction Database (ORD), a public repository of structured organic reaction records. The task is: describe an organic reaction: reactants, conditions, products, and yield RXN SMILES: [CH3:35][S:36]([Cl:37])(=[O:38])=[O:39].[ClH:1].[F:2][C:3]([c:4]1[cH:5][c:6]([N:14]([C:15](=[O:16])[N:17]([CH3:18])[CH:19]2[CH:20]([c:25]3[cH:26][cH:27][c:28]([F:31])[cH:29][cH:30]3)[CH2:21][NH:22][CH2:23][CH2:24]2)[CH3:32])[cH:7][c:8]([C:10]([F:11])([F:12])[F:13])[cH:9]1)([F:33])[F:34]>>[F:2][C:3]([c:4]1[cH:5][c:6]([N:14]([C:15](=[O:16])[N:17]([CH3:18])[CH:19]2[CH:20]([c:25]3[cH:26][cH:27][c:28]([F:31])[cH:29][cH:30]3)[CH2:21][N:22]([S:36]([CH3:35])(=[O:38])=[O:39])[CH2:23][CH2:24]2)[CH3:32])[cH:7][c:8]([C:10]([F:11])([F:12])[F:13])[cH:9]1)([F:33])[F:34]. Product: CN(C(=O)N(C)C1CCN(S(C)(=O)=O)CC1c1ccc(F)cc1)c1cc(C(F)(F)F)cc(C(F)(F)F)c1. Reactants: CS(=O)(=O)Cl, Cl, CN(C(=O)N(C)C1CCNCC1c1ccc(F)cc1)c1cc(C(F)(F)F)cc(C(F)(F)F)c1.